describe an organic reaction: reactants, conditions, products, and yield From a dataset of the Open Reaction Database (ORD), a public repository of structured organic reaction records. The reactants are Example 2 ( 1 ), C(CC)N1C(=CC=C1)C=O (1-n-propylpyrrole-2-carbaldehyde), C(C)(C)N1C(=CC=C1)C=O (1-isopropylpyrrole-2-carbaldehyde). Run in ClCCl (dichloromethane). Yields the product C(CC)N1C(=CC=C1)C#N (1-n-propylpyrrole-2-carbonitrile). Yield: 45.0%. As a reaction SMILES: [CH2:1]([N:4]1[CH:8]=[CH:7][CH:6]=[C:5]1[CH:9]=O)[CH2:2][CH3:3].C([N:14]1C=CC=C1C=O)(C)C>ClCCl>[CH2:1]([N:4]1[CH:8]=[CH:7][CH:6]=[C:5]1[C:9]#[N:14])[CH2:2][CH3:3]. Procedure details: In the same manner as described in Reference Example 2 (1) except that 1-n-propylpyrrole-2-carbaldehyde (prepared in the same manner as described in Can. J. Chem., 55, 4112, 1977, b.p. 72°-75°C./5 mmHg) (8.2 g, 60 mmole) is used instead of 1-isopropylpyrrole-2-carbaldehyde and further the product is isolated by silica gel column chromatography (solvent: dichloromethane) instead of distillation under reducted pressure, there is obtained 1-n-propylpyrrole-2-carbonitrile (3.6 g, yield: 45%). Reactants: CC(C)(C)OC(=O)N1CCCC1COc1ccc(Nc2ccccc2)cc1, Cl, C1COCCO1. Product: c1ccc(Nc2ccc(OCC3CCCN3)cc2)cc1. Reaction SMILES: [C:1]([O:2][C:3](=[O:4])[N:8]1[CH:9]([CH2:13][O:14][c:15]2[cH:16][cH:17][c:18]([NH:21][c:22]3[cH:23][cH:24][cH:25][cH:26][cH:27]3)[cH:19][cH:20]2)[CH2:10][CH2:11][CH2:12]1)([CH3:5])([CH3:6])[CH3:7].[ClH:28].[O:29]1[CH2:30][CH2:31][O:32][CH2:33][CH2:34]1>>[NH:8]1[CH:9]([CH2:13][O:14][c:15]2[cH:16][cH:17][c:18]([NH:21][c:22]3[cH:23][cH:24][cH:25][cH:26][cH:27]3)[cH:19][cH:20]2)[CH2:10][CH2:11][CH2:12]1. The reactants are N1C(C=CC=C1)=O (2-pyridone), BrCC(=O)OCC (ethyl bromoacetate), [H-].[Na+] (sodium hydride), oil. Run in C1CCOC1 (THF), CN1CCCN(C1=O)C (DMPU), C1CCOC1 (THF). Run at time 1 hour. Yields the product C(C)OC(CN1C(C=CC=C1)=O)=O ((2-Oxo-2H-pyridin-1-yl)acetic acid ethyl ester). Yield: 76.2%. RXN SMILES: [H-].[Na+].[NH:3]1[CH:8]=[CH:7][CH:6]=[CH:5][C:4]1=[O:9].Br[CH2:11][C:12]([O:14][CH2:15][CH3:16])=[O:13]>C1COCC1.CN1C(=O)N(C)CCC1>[CH2:15]([O:14][C:12](=[O:13])[CH2:11][N:3]1[CH:8]=[CH:7][CH:6]=[CH:5][C:4]1=[O:9])[CH3:16] |f:0.1|. Procedure: To a suspension of 60% sodium hydride dispersion in mineral oil (220 mg, 5.5 mmol) in cold (0° C.) THF is added 2-pyridone (475 mg, 5.0 mmol) in THF (4 mL) and DMPU (2 mL) followed by ethyl bromoacetate (0.556 mL, 5.0 mmol), and the reaction is stirred at RT for 1 h. The reaction is quenched with water, and extracted with EtOAc. The organic layer is separated, evaporated, and the residue purified by chromatography on silica gel; elution with EtOAC:dichloromethane:heptane (50:30:20) gives 690 mg ... The reactants are CC#N, CCN(C(C)C)C(C)C, Cl, CC(OC1CCC(N)C1c1ccc(F)cc1)c1cc(C(F)(F)F)cc(C(F)(F)F)c1, O, ClCc1cccnc1. Product: CC(OC1CCC(NCc2cccnc2)C1c1ccc(F)cc1)c1cc(C(F)(F)F)cc(C(F)(F)F)c1. As a reaction SMILES: [CH3:50][C:51]#[N:52].[CH:40]([N:41]([CH2:42][CH3:43])[CH:44]([CH3:45])[CH3:46])([CH3:47])[CH3:48].[ClH:31].[F:1][C:2]([c:3]1[cH:4][c:5]([CH:13]([CH3:14])[O:15][CH:16]2[CH:17]([c:22]3[cH:23][cH:24][c:25]([F:28])[cH:26][cH:27]3)[CH:18]([NH2:21])[CH2:19][CH2:20]2)[cH:6][c:7]([C:9]([F:10])([F:11])[F:12])[cH:8]1)([F:29])[F:30].[OH2:49].[cH:32]1[c:33]([CH2:38][Cl:39])[cH:34][cH:35][cH:36][n:37]1>>[F:1][C:2]([c:3]1[cH:4][c:5]([CH:13]([CH3:14])[O:15][CH:16]2[CH:17]([c:22]3[cH:23][cH:24][c:25]([F:28])[cH:26][cH:27]3)[CH:18]([NH:21][CH2:38][c:33]3[cH:32][n:37][cH:36][cH:35][cH:34]3)[CH2:19][CH2:20]2)[cH:6][c:7]([C:9]([F:10])([F:11])[F:12])[cH:8]1)([F:29])[F:30].